The task is: describe an organic reaction: reactants, conditions, products, and yield. This data is from the Open Reaction Database (ORD), a public repository of structured organic reaction records. Starting materials: NC1=C(C=CC=C1)CC(NC)C1=C(SC=C1)C (2-amino-N-methyl-α-(2-methyl-3-thienyl)benzeneethanamine), BrN1C(CCC1=O)=O (N-bromosuccinimide). Run in CN(C=O)C (N,N-dimethylformamide), CN(C=O)C (N,N-dimethylformamide). Reaction conditions: time 8 hour. Yields the product NC1=C(C=C(C=C1)Br)CC(NC)C1=C(SC=C1)C (2-amino-5-bromo-N-methyl-α-(2-methyl-3-thienyl)benzeneethanamine). The yield is 30.3%. Reaction SMILES: [NH2:1][C:2]1[CH:7]=[CH:6][CH:5]=[CH:4][C:3]=1[CH2:8][CH:9]([C:12]1[CH:16]=[CH:15][S:14][C:13]=1[CH3:17])[NH:10][CH3:11].[Br:18]N1C(=O)CCC1=O>CN(C)C=O>[NH2:1][C:2]1[CH:7]=[CH:6][C:5]([Br:18])=[CH:4][C:3]=1[CH2:8][CH:9]([C:12]1[CH:16]=[CH:15][S:14][C:13]=1[CH3:17])[NH:10][CH3:11]. Reported procedure: A stirred solution of 3.0 g of 2-amino-N-methyl-α-(2-methyl-3-thienyl)benzeneethanamine in 50 ml of N,N-dimethylformamide was treated with a solution of 2.6 g of N-bromosuccinimide in 50 ml of N,N-dimethylformamide and allowed to stand overnight at room temperature. Evaporation of the volatiles afforded an oil which was purified by HPLC (Water's Associates Prep LC/System 500, silica gel, elution with methanol). The resultant oil was dissolved in diethyl ether, filtered and concentrated. Triturat... Starting materials: FC=1C=C(C[C@@H]2NC(O[C@@H]2[C@@H]2N(CC3=CC=CC=C3C2)C(=O)OC(C)(C)C)=O)C=C(C1)F ((R)-tert-butyl 3-((4S,5S)-4-(3,5-difluorobenzyl)-2-oxooxazolidin-5-yl)-3,4-dihydroisoquinoline-2(1H)-carboxylate), C(=O)(C(F)(F)F)O (TFA). Solvent: C(Cl)Cl (CH2Cl2). Run at time 3 hour. Yields the product FC=1C=C(C[C@@H]2NC(O[C@@H]2[C@@H]2NCC3=CC=CC=C3C2)=O)C=C(C1)F ((4S,5R)-4-(3,5-difluorobenzyl)-5-((R)-1,2,3,4-tetrahydroisoquinolin-3-yl)oxazolidin-2-one). Yield: 103.3%. As a reaction SMILES: [F:1][C:2]1[CH:3]=[C:4]([CH:29]=[C:30]([F:32])[CH:31]=1)[CH2:5][C@H:6]1[C@@H:10]([C@H:11]2[CH2:20][C:19]3[C:14](=[CH:15][CH:16]=[CH:17][CH:18]=3)[CH2:13][N:12]2C(OC(C)(C)C)=O)[O:9][C:8](=[O:28])[NH:7]1.C(O)(C(F)(F)F)=O>C(Cl)Cl>[F:1][C:2]1[CH:3]=[C:4]([CH:29]=[C:30]([F:32])[CH:31]=1)[CH2:5][C@H:6]1[C@@H:10]([C@H:11]2[CH2:20][C:19]3[C:14](=[CH:15][CH:16]=[CH:17][CH:18]=3)[CH2:13][NH:12]2)[O:9][C:8](=[O:28])[NH:7]1. Reported procedure: A solution of (R)-tert-butyl 3-((4S,5S)-4-(3,5-difluorobenzyl)-2-oxooxazolidin-5-yl)-3,4-dihydroisoquinoline-2(1H)-carboxylate (Step A (6), 400 mg) in CH2Cl2 (20 mL) was treated with TFA (10 mL). This reaction mixture was stirred at rt for 3 h. The mixture was then concentrated in vacuo with addition of toluene. The residue was partitioned between ethyl acetate (200 mL) and aqueous sodium carbonate solution. The organic phase was washed again with aqueous sodium carbonate solution, H2O, and drie... Reactants: C1(=CC=CC=C1)S(=O)(=O)OC=1C=NC(=CC1)CS(=O)(=O)C (6-[(methylsulfonyl)methyl]pyridin-3-yl benzenesulfonate), [OH-].[Na+] (sodium hydroxide). Run in C(C)O (ethanol), O1CCCC1 (tetrahydrofuran). Conditions: temperature 80 celsius, time 3 hour. Product: CS(=O)(=O)CC1=CC=C(C=N1)O (6-[(Methylsulfonyl)methyl]pyridin-3-ol). The yield is 81.0%. Reaction SMILES: C1(S([O:10][C:11]2[CH:12]=[N:13][C:14]([CH2:17][S:18]([CH3:21])(=[O:20])=[O:19])=[CH:15][CH:16]=2)(=O)=O)C=CC=CC=1.[OH-].[Na+]>C(O)C.O1CCCC1>[CH3:21][S:18]([CH2:17][C:14]1[N:13]=[CH:12][C:11]([OH:10])=[CH:16][CH:15]=1)(=[O:20])=[O:19] |f:1.2|. Reported procedure: To a solution of 6-[(methylsulfonyl)methyl]pyridin-3-yl benzenesulfonate (30 g) in ethanol (200 mL) and tetrahydrofuran (200 mL) was added 1N aqueous sodium hydroxide solution (190 mL), and the mixture was stirred at 80° C. for 3 hr. The reaction mixture was concentrated, 1N hydrochloric acid (190 mL) was added, and the mixture was extracted with ethyl acetate. The organic layer was washed with saturated brine, dried over magnesium sulfate, filtered and concentrated under reduced pressure to giv... Reactants: NC=1C=C(C=CC1)CC(=O)O (3-Aminophenylacetic acid), CO (MeOH). Yields the product COC(CC1=CC(=CC=C1)N)=O ((3-Amino-phenyl)-acetic acid methyl ester). As a reaction SMILES: [NH2:1][C:2]1[CH:3]=[C:4]([CH2:8][C:9]([OH:11])=[O:10])[CH:5]=[CH:6][CH:7]=1.[CH3:12]O>>[CH3:12][O:10][C:9](=[O:11])[CH2:8][C:4]1[CH:5]=[CH:6][CH:7]=[C:2]([NH2:1])[CH:3]=1. Reported procedure: 3-Aminophenylacetic acid (5 g, 33.1 mmol) was esterified with MeOH using Method B to give the title compound Starting materials: BrC1=CC(=C(C=C1)O)F (4-bromo-2-fluorophenol), [H-].[Na+] (sodium hydride), CC1=[N+](C=CC(=C1C)[N+](=O)[O-])[O-] (2,3-dimethyl-4-nitro-pyridine 1-oxide). Run in CN1C(CCC1)=O (N-methylpyrrolidone). Run at temperature 180 celsius. Yields the product BrC1=CC(=C(OC2=C(C(=[N+](C=C2)[O-])C)C)C=C1)F (4-(4-Bromo-2-fluoro-phenoxy)-2,3-dimethyl-pyridine 1-oxide). Yield: 45.9%. RXN SMILES: [Br:1][C:2]1[CH:7]=[CH:6][C:5]([OH:8])=[C:4]([F:9])[CH:3]=1.[H-].[Na+].[CH3:12][C:13]1[C:18]([CH3:19])=[C:17]([N+]([O-])=O)[CH:16]=[CH:15][N+:14]=1[O-:23]>CN1CCCC1=O>[Br:1][C:2]1[CH:7]=[CH:6][C:5]([O:8][C:17]2[CH:16]=[CH:15][N+:14]([O-:23])=[C:13]([CH3:12])[C:18]=2[CH3:19])=[C:4]([F:9])[CH:3]=1 |f:1.2|. Procedure: To a room temperature solution of 4-bromo-2-fluorophenol (1 g, 5.23 mmol) in N-methylpyrrolidone (10 ml) was added sodium hydride (0.27 g, 6.79 mmol, 60% in mineral oil) portionwise. After stirring for 10 minutes 2,3-dimethyl-4-nitro-pyridine 1-oxide (1.05 g, 6.28 mmol) was added The reaction mixture was heated at 180° C. for 60 minutes under microwave irradiation. After cooling to room temperature the mixture was filtered through a diatomaceous earth pad and the filtrate was then diluted with E... Reactants: CC1(OCCC(C1)C(=O)O)C (2,2-dimethyltetrahydro-2H-pyran-4-carboxylic acid), C(C(=O)Cl)(=O)Cl (oxalyl chloride). Reagents/catalysts: CN(C)C=O (DMF). Run in C(Cl)Cl (DCM). Conditions: time 3 hour. Yields the product CC1(OCCC(C1)C(=O)Cl)C (2,2-Dimethyltetrahydro-2H-pyran-4-carbonyl chloride). RXN SMILES: [CH3:1][C:2]1([CH3:11])[CH2:7][CH:6]([C:8](O)=[O:9])[CH2:5][CH2:4][O:3]1.C(Cl)(=O)C([Cl:15])=O>C(Cl)Cl.CN(C=O)C>[CH3:1][C:2]1([CH3:11])[CH2:7][CH:6]([C:8]([Cl:15])=[O:9])[CH2:5][CH2:4][O:3]1. Procedure details: To a solution of 2,2-dimethyltetrahydro-2H-pyran-4-carboxylic acid (530 mg, 3.35 mmol) in 10 mL of DCM at 0° C. was added 1 drop of DMF followed by oxalyl chloride (0.33 mL, 3.69 mmol) and the reaction stirred at RT for 3 hrs. The reaction was then concentrated and used with out further purification. Reactants: Brc1ccc(I)nc1, Cc1ccccc1, [Na+], [Na+], O=C([O-])[O-], [Pd], c1ccc(P(c2ccccc2)c2ccccc2)cc1, c1ccc(P(c2ccccc2)c2ccccc2)cc1, c1ccc(P(c2ccccc2)c2ccccc2)cc1, c1ccc(P(c2ccccc2)c2ccccc2)cc1. Product: Cc1ccccc1-c1ccc(Br)cn1. Reaction SMILES: [Br:1][c:2]1[cH:3][cH:4][c:5]([I:8])[n:6][cH:7]1.[CH3:9][c:10]1[cH:11][cH:12][cH:13][cH:14][cH:15]1.[Na+:16].[Na+:17].[O-:18][C:19](=[O:20])[O-:21].[Pd:22].[c:23]1([P:24]([c:25]2[cH:26][cH:27][cH:28][cH:29][cH:30]2)[c:31]2[cH:32][cH:33][cH:34][cH:35][cH:36]2)[cH:37][cH:38][cH:39][cH:40][cH:41]1.[c:42]1([P:43]([c:44]2[cH:45][cH:46][cH:47][cH:48][cH:49]2)[c:50]2[cH:51][cH:52][cH:53][cH:54][cH:55]2)[cH:56][cH:57][cH:58][cH:59][cH:60]1.[c:61]1([P:62]([c:63]2[cH:64][cH:65][cH:66][cH:67][cH:68]2)[c:69]2[cH:70][cH:71][cH:72][cH:73][cH:74]2)[cH:75][cH:76][cH:77][cH:78][cH:79]1.[c:80]1([P:81]([c:82]2[cH:83][cH:84][cH:85][cH:86][cH:87]2)[c:88]2[cH:89][cH:90][cH:91][cH:92][cH:93]2)[cH:94][cH:95][cH:96][cH:97][cH:98]1>>[Br:1][c:2]1[cH:3][cH:4][c:5](-[c:11]2[c:10]([CH3:9])[cH:15][cH:14][cH:13][cH:12]2)[n:6][cH:7]1. Reactants: Cl (HCl), C(C)C1NC(N(C1=O)C1CCN(CC1)C(=O)OC(C)(C)C)=O (tert-butyl 4-(4-ethyl-2,5-dioxoimidazolidin-1-yl)piperidine-1-carboxylate), C(C)OCC (Diethyl ether). Solvent: O1CCOCC1 (dioxane), O1CCOCC1 (dioxane). Conditions: time 1 hour. Yields the product C(C)C1C(N(C(N1)=O)C1CCNCC1)=O (5-ethyl-3-piperidin-4-ylimidazolidine-2,4-dione). As a reaction SMILES: [CH2:1]([CH:3]1[C:7](=[O:8])[N:6]([CH:9]2[CH2:14][CH2:13][N:12](C(OC(C)(C)C)=O)[CH2:11][CH2:10]2)[C:5](=[O:22])[NH:4]1)[CH3:2].Cl.C(OCC)C>O1CCOCC1>[CH2:1]([CH:3]1[NH:4][C:5](=[O:22])[N:6]([CH:9]2[CH2:14][CH2:13][NH:12][CH2:11][CH2:10]2)[C:7]1=[O:8])[CH3:2]. Reported procedure: To a suspension of tert-butyl 4-(4-ethyl-2,5-dioxoimidazolidin-1-yl)piperidine-1-carboxylate (1.12 g) in dioxane (10 ml) was added a solution of 4M HCl in dioxane (10 ml) and the resulting mixture was stirred for 1 hour. Diethyl ether (20 ml) was added and the mixture was filtered and washed with diethyl ether to give 5-ethyl-3-piperidin-4-ylimidazolidine-2,4-dione. Yield 687 mg. MS 212 MH+ The reactants are FC1=CC=C(C=C1)O (p-fluorophenol), OC(CCCN(S(=O)(=O)C)CCCCCCC(=O)OCC)CSC1=CC=C(C=C1)F (ethyl 7-{N-[4-hydroxy-5-(4-fluorophenylthio)pentyl]methanesulfonamido}-heptanoate), FC1=CC=C(C=C1)S (4-fluorothiophenol), product. Yields the product OC(CCCN(S(=O)(=O)C)CCCCCCC(=O)O)CSC1=CC=C(C=C1)F (7-{N-[4-Hydroxy-5-(4-fluorophenylthio)pentyl]-methanesulfonamido}heptanoic Acid). As a reaction SMILES: FC1C=CC(O)=CC=1.FC1C=CC(S)=CC=1.[OH:17][CH:18]([CH2:38][S:39][C:40]1[CH:45]=[CH:44][C:43]([F:46])=[CH:42][CH:41]=1)[CH2:19][CH2:20][CH2:21][N:22]([CH2:27][CH2:28][CH2:29][CH2:30][CH2:31][CH2:32][C:33]([O:35]CC)=[O:34])[S:23]([CH3:26])(=[O:25])=[O:24]>>[OH:17][CH:18]([CH2:38][S:39][C:40]1[CH:45]=[CH:44][C:43]([F:46])=[CH:42][CH:41]=1)[CH2:19][CH2:20][CH2:21][N:22]([CH2:27][CH2:28][CH2:29][CH2:30][CH2:31][CH2:32][C:33]([OH:35])=[O:34])[S:23]([CH3:26])(=[O:24])=[O:25]. Reported procedure: The synthesis of this compound is carried out as described in Example 1 except that, in Step D, the p-fluorophenol is replaced by an equimolar amount of 4-fluorothiophenol. The product of Step D is thus ethyl 7-{N-[4-hydroxy-5-(4-fluorophenylthio)pentyl]methanesulfonamido}-heptanoate.